This data is from the Open Reaction Database (ORD), a public repository of structured organic reaction records. The task is: describe an organic reaction: reactants, conditions, products, and yield Reactants: ClC1=C(C=CC(=C1)Cl)NN (2,4-dichlorophenylhydrazine), FC(C(CC(=O)OCC)=O)(F)F (ethyl trifluoroacetoacetate), [OH-].[Na+] (NaOH). Run in O (water), C(C)(=O)O (acetic acid). The product is C1(=CC=CC=C1)N1N=C(CC1=O)C1=CC=CC=C1 (2,4-dihydro-2,5-diphenyl-3H-pyrazol-3-one). Isolated yield 171.5%. Reaction SMILES: F[C:2](F)(F)[C:3](=O)[CH2:4][C:5]([O:7]CC)=O.Cl[C:14]1[CH:19]=[C:18](Cl)[CH:17]=[CH:16][C:15]=1[NH:21][NH2:22].[OH-].[Na+]>C(O)(=O)C.O>[C:15]1([N:21]2[C:5](=[O:7])[CH2:4][C:3]([C:2]3[CH:18]=[CH:19][CH:14]=[CH:15][CH:16]=3)=[N:22]2)[CH:16]=[CH:17][CH:18]=[CH:19][CH:14]=1 |f:2.3|. Procedure details: To a mixture of ethyl trifluoroacetoacetate (5.0 g, 27.2 mmol) in acetic acid (50 mL) was added 2,4-dichlorophenylhydrazine (4.82 g, 27.2 mmol). The reaction mixture was refluxed for 22 hours and then was diluted with water (50 mL), neutralized with 2N NaOH and extracted with EtOAc (3×50 mL). The EtOAc extracts were combined, dried over Na2 SO4, filtered and concentrated to afford 5.51 g (70%) of 2,4-dihydro-2-(2,4-dichlorophenyl)-5-trifluoromethyl-3H-pyrazol-3-one (Formula III: R1 =2,4-Cl2 --Ph... Reactants: ClC1=C(C=CC=C1)S(=O)(=O)NC1=NC=CN=C1C1=CC=C(C=C1)CCl (2-chloro-N-{3-[4-(chloromethyl)phenyl]pyrazin-2-yl}benzenesulfonamide), ClC1=C(C=CC=C1)S(=O)(=O)NC1=NC=CN=C1C1=CC=C(C=C1)CCl (2-chloro-N-{3-[4-(chloromethyl)phenyl]pyrazin-2-yl}benzenesulfonamide), CNC1=CC=C(C=C1)OC(F)(F)F (N-methyl-4-(trifluoromethoxy)aniline). The product is ClC1=C(C=CC=C1)S(=O)(=O)NC1=NC=CN=C1C1=CC=C(C=C1)CN(C1=CC=C(C=C1)OC(F)(F)F)C (2-chloro-N-{3-[4-({methyl[4-(trifluoromethoxy)phenyl]amino}-methyl)-phenyl]pyrazin-2-yl}benzene sulfonamide). Isolated yield 72.0%. RXN SMILES: [Cl:1][C:2]1[CH:7]=[CH:6][CH:5]=[CH:4][C:3]=1[S:8]([NH:11][C:12]1[C:17]([C:18]2[CH:23]=[CH:22][C:21]([CH2:24]Cl)=[CH:20][CH:19]=2)=[N:16][CH:15]=[CH:14][N:13]=1)(=[O:10])=[O:9].[CH3:26][NH:27][C:28]1[CH:33]=[CH:32][C:31]([O:34][C:35]([F:38])([F:37])[F:36])=[CH:30][CH:29]=1>>[Cl:1][C:2]1[CH:7]=[CH:6][CH:5]=[CH:4][C:3]=1[S:8]([NH:11][C:12]1[C:17]([C:18]2[CH:23]=[CH:22][C:21]([CH2:24][N:27]([CH3:26])[C:28]3[CH:33]=[CH:32][C:31]([O:34][C:35]([F:36])([F:37])[F:38])=[CH:30][CH:29]=3)=[CH:20][CH:19]=2)=[N:16][CH:15]=[CH:14][N:13]=1)(=[O:9])=[O:10]. Reported procedure: Following the general methods as outlined in Example 1 (Method B), starting from 2-chloro-N-{3-[4-(chloromethyl)phenyl]pyrazin-2-yl}benzenesulfonamide (Intermediate 8), and N-methyl-4-(trifluoromethoxy)aniline, the title compound was isolated as a yellow solid in 72% yield (99% purity by HPLC). Starting materials: CCc1cn2c(CNCCCCCNS(=O)(=O)C(F)(F)F)cccc2n1, CC(=O)O. Product: CCc1nc2cccc3n2c1CN(CCCCCNS(=O)(=O)C(F)(F)F)C3. Reaction SMILES: [CH2:1]([CH3:2])[c:3]1[n:4][c:5]2[n:6]([c:7]([CH2:11][NH:12][CH2:13][CH2:14][CH2:15][CH2:16][CH2:17][NH:18][S:19](=[O:20])(=[O:21])[C:22]([F:23])([F:24])[F:25])[cH:8][cH:9][cH:10]2)[cH:26]1.[CH3:27][C:28](=[O:29])[OH:30]>>[CH2:1]([CH3:2])[c:3]1[n:4][c:5]2[n:6]3[c:7]([cH:8][cH:9][cH:10]2)[CH2:11][N:12]([CH2:13][CH2:14][CH2:15][CH2:16][CH2:17][NH:18][S:19](=[O:20])(=[O:21])[C:22]([F:23])([F:24])[F:25])[CH2:27][c:26]13. Reagents/catalysts: [Cl-].[Zn+2].[Cl-] (Zinc chloride). Isolated yield 99.7%. The product is ClC=1C=C2N=C3CCCCC3=C(C2=CC1)N (6-Chloro-1,2,3,4-tetrahydro-acridin-9-ylamine). Starting materials: NC1=C(C#N)C=CC(=C1)Cl (2-Amino-4-chlorobenzonitrile). As a reaction SMILES: [NH2:1][C:2]1[CH:9]=[C:8]([Cl:10])[CH:7]=[CH:6][C:3]=1[C:4]#[N:5]>[Cl-].[Zn+2].[Cl-].C1(=O)CCCCC1>[Cl:10][C:8]1[CH:9]=[C:2]2[C:3](=[CH:6][CH:7]=1)[C:4]([NH2:5])=[C:3]1[C:2]([CH2:9][CH2:8][CH2:7][CH2:6]1)=[N:1]2 |f:1.2.3|. Reported procedure: 2-Amino-4-chlorobenzonitrile (5.0 g, 33 mmolL), cyclohexanone (30 ml) and Zinc chloride (4.8 g, 35 mmoL) were mixed in a round bottomed flask and heated up to 120 degree Celsius for 3 hours. After cooling to room temperature, the solvent was decanted off. The resulting residue was triturated with ethyl acetate (30 ml). The solid was collected by filtration and added into 10% aqueous NaOH (50 ml). After stiring for 2 hours, the mixture was filtered and the filter cake was washed thoroughly with w... Run in C1(CCCCC1)=O (cyclohexanone). Conditions: time 2 hour. Starting materials: C1(CCCC1)C(=O)OC (methyl cyclopentanecarboxylate), C(C)#N (acetonitrile), [H-].[Na+] (sodium hydride). The solvent is O1CCCC1 (tetrahydrofuran). Product: C1(CCCC1)C(CC#N)=O (3-cyclopentyl-3-oxopropanenitrile). Isolated yield 92.6%. RXN SMILES: [CH:1]1([C:6]([O:8]C)=O)[CH2:5][CH2:4][CH2:3][CH2:2]1.[C:10](#[N:12])[CH3:11].[H-].[Na+]>O1CCCC1>[CH:1]1([C:6](=[O:8])[CH2:11][C:10]#[N:12])[CH2:2][CH2:3][CH2:4][CH2:5]1 |f:2.3|. Procedure details: According to the procedure described in Example 133A Step 1 methyl cyclopentanecarboxylate (4 g, 31.25 mmol), anhydrous acetonitrile (2.55 mL, 48.75 mmol) and sodium hydride, 60% in mineral oil, (1.95 g, 48.75 mmol) in anhydrous tetrahydrofuran (25 mL) were reacted to afford 3-cyclopentyl-3-oxopropanenitrile (3.97 g, 93%) as yellow oil, which was used directly in the next step without further purification. 1H NMR (300 MHz, CDCl3) δ 3.5 (s, 2H), 3.13-3.02 (m, 1H), 1.95-1.62 (m, 8H). Yields the product BrCc1ccc(-c2nc3ccccc3s2)cc1. Reactants: O=C1CCC(=O)N1Br, O=C(OOC(=O)c1ccccc1)c1ccccc1, ClC(Cl)(Cl)Cl, Cc1ccc(-c2nc3ccccc3s2)cc1. RXN SMILES: [Br:17][N:18]1[C:19](=[O:20])[CH2:21][CH2:22][C:23]1=[O:24].[C:25]([O:26][O:27][C:28](=[O:29])[c:30]1[cH:31][cH:32][cH:33][cH:34][cH:35]1)(=[O:36])[c:37]1[cH:38][cH:39][cH:40][cH:41][cH:42]1.[C:43]([Cl:44])([Cl:45])([Cl:46])[Cl:47].[s:1]1[c:2](-[c:10]2[cH:11][cH:12][c:13]([CH3:16])[cH:14][cH:15]2)[n:3][c:4]2[c:5]1[cH:6][cH:7][cH:8][cH:9]2>>[s:1]1[c:2](-[c:10]2[cH:11][cH:12][c:13]([CH2:16][Br:17])[cH:14][cH:15]2)[n:3][c:4]2[c:5]1[cH:6][cH:7][cH:8][cH:9]2. Starting materials: C(=O)C1=C(C=2C(CCC(C2C(=C1)C)(C)C)(C)C)O (2-Formyl-1-hydroxy-4,5,5,8,8-pentamethyl-5,6,7,8-tetrahydronaphthalene), [OH-].[K+] (potassium hydroxide), Cl (HCl), S(=O)(=O)(OC)OC (dimethyl sulfate). Solvent: C1(=CC=CC=C1)C (toluene). Reaction conditions: temperature 40 celsius, time 1.5 hour. Yields the product C(=O)C1=C(C=2C(CCC(C2C(=C1)C)(C)C)(C)C)OC (2-formyl-1-methoxy-4,5,5,8,8-pentamethyl-5,6,7,8-tetrahydronaphthalene). Yield: 81.3%. Reaction SMILES: [CH:1]([C:3]1[CH:12]=[C:11]([CH3:13])[C:10]2[C:9]([CH3:15])([CH3:14])[CH2:8][CH2:7][C:6]([CH3:17])([CH3:16])[C:5]=2[C:4]=1[OH:18])=[O:2].[OH-].[K+].S(OC)(O[CH3:25])(=O)=O.Cl>C1(C)C=CC=CC=1>[CH:1]([C:3]1[CH:12]=[C:11]([CH3:13])[C:10]2[C:9]([CH3:14])([CH3:15])[CH2:8][CH2:7][C:6]([CH3:17])([CH3:16])[C:5]=2[C:4]=1[O:18][CH3:25])=[O:2] |f:1.2|. Procedure: Methylation. 2-Formyl-1-hydroxy-4,5,5,8,8-pentamethyl-5,6,7,8-tetrahydronaphthalene (42 g, 0.17 mol) was stirred with toluene (656 mL), and potassium hydroxide 85% (16.8 g, 0.255 mol) was added in one portion. The mixture was heated to 40° C., dimethyl sulfate (32.13 g, 0.255 mol) added at 40°-45° C. during 0.5 h, and the heating continued at 50° C. for an additional 1.5 h. The mixture was cooled to 20° C., neutralized with 5% HCl solution, then washed with water (20 mL), and finally washed with... The reactants are FB(F)F, O=C([O-])O, [BH3-]C#N, CCOCC, ClC(Cl)Cl, O=C(OO)c1cccc(Cl)c1, C=Cc1ccc(Oc2ccc(C(OCOC)(C(F)(F)F)C(F)(F)F)cc2CCC)cc1, [Na+], [Na+], [Na+], [Na+], C1CCOC1, O=S([O-])([O-])=S. Product: CCCc1cc(C(OCOC)(C(F)(F)F)C(F)(F)F)ccc1Oc1ccc(CCO)cc1. Reaction SMILES: [B:60]([F:61])([F:62])[F:63].[C:32]([OH:33])(=[O:34])[O-:35].[C:64]([BH3-:65])#[N:66].[CH2:55]([O:56][CH2:57][CH3:58])[CH3:59].[CH:68]([Cl:69])([Cl:70])[Cl:71].[Cl:37][c:38]1[cH:39][cH:40][cH:41][c:42]([C:43]([O:44][OH:45])=[O:46])[cH:47]1.[F:1][C:2]([C:3]([C:4]([F:5])([F:6])[F:7])([O:8][CH2:9][O:10][CH3:11])[c:12]1[cH:13][c:14]([CH2:27][CH2:28][CH3:29])[c:15]([O:18][c:19]2[cH:20][cH:21][c:22]([CH:25]=[CH2:26])[cH:23][cH:24]2)[cH:16][cH:17]1)([F:30])[F:31].[Na+:36].[Na+:53].[Na+:54].[Na+:67].[O:72]1[CH2:73][CH2:74][CH2:75][CH2:76]1.[S:48]([O-:49])([O-:50])(=[O:51])=[S:52]>>[F:1][C:2]([C:3]([C:4]([F:5])([F:6])[F:7])([O:8][CH2:9][O:10][CH3:11])[c:12]1[cH:13][c:14]([CH2:27][CH2:28][CH3:29])[c:15]([O:18][c:19]2[cH:20][cH:21][c:22]([CH2:25][CH2:26][OH:33])[cH:23][cH:24]2)[cH:16][cH:17]1)([F:30])[F:31].